This data is from the Open Reaction Database (ORD), a public repository of structured organic reaction records. The task is: describe an organic reaction: reactants, conditions, products, and yield Reactants: dihydroquinazolines, OC=C1CCC(=C(C1=O)C(C)C)OC (6-hydroxymethylene-2-isopropyl-3-methoxy-cyclohex-2-enone), C(O)(O)=O.NC(=N)N (guanidine carbonate), dihydroquinazolines. Run in CN(C)C=O (DMF). Run at temperature 150 celsius. Product: C(C)(C)C=1C(=CC=C2C=NC(=NC12)N)OC (8-Isopropyl-7-methoxy-quinazolin-2-ylamine). Reaction SMILES: O[CH:2]=[C:3]1[C:8](=O)[C:7]([CH:10]([CH3:12])[CH3:11])=[C:6]([O:13][CH3:14])[CH2:5][CH2:4]1.C(=O)(O)O.[NH2:19][C:20]([NH2:22])=[NH:21]>CN(C=O)C>[CH:10]([C:7]1[C:6]([O:13][CH3:14])=[CH:5][CH:4]=[C:3]2[C:8]=1[N:21]=[C:20]([NH2:22])[N:19]=[CH:2]2)([CH3:12])[CH3:11] |f:1.2|. Reported procedure: A mixture of 6-hydroxymethylene-2-isopropyl-3-methoxy-cyclohex-2-enone (3.5 g) and guanidine carbonate (7 g) in DMF (40 mL) was heated at 150° C. for 4 hours. The solvent was removed under reduced pressure, then ice-cold water was added to the residue. The product was extracted with ethyl acetate (3×50 mL). The combined organic layers were washed with water, then brine, and dried over anhydrous sodium sulfate. Solvent was removed under reduced pressure to give a crude mixture of dihydroquinazoli... Procedure: [1-(4-Bromo-phenyl)-cyclopropyl]-acetonitrile (from previous step) was dissolved in EtOH (50 mL) and H2O (6 mL). Potassium hydroxide (5.4 g, 96 mmol) was added and the reaction was heated to reflux overnight. After cooling the reaction was submitted to standard aqueous workup and purified on silica gel to yield the title compound. As a reaction SMILES: [Br:1][C:2]1[CH:7]=[CH:6][C:5]([C:8]2(CC#N)[CH2:10][CH2:9]2)=[CH:4][CH:3]=1.[OH-:14].[K+].[CH3:16][CH2:17][OH:18]>O>[Br:1][C:2]1[CH:7]=[CH:6][C:5]([C:8]2([CH2:16][C:17]([OH:14])=[O:18])[CH2:10][CH2:9]2)=[CH:4][CH:3]=1 |f:1.2|. Solvent: O (H2O). The product is BrC1=CC=C(C=C1)C1(CC1)CC(=O)O ([1-(4-Bromo-phenyl)-cyclopropyl]-acetic acid). The reactants are BrC1=CC=C(C=C1)C1(CC1)CC#N ([1-(4-Bromo-phenyl)-cyclopropyl]-acetonitrile), CCO (EtOH), [OH-].[K+] (Potassium hydroxide). Reactants: ClC1=CC=C(C=C1)O (4-chlorophenol), ClCC1(OC1)CCl (2,2-di(chloromethyl)-oxirane), C([O-])([O-])=O.[K+].[K+] (potassium carbonate). The solvent is CC(=O)C (acetone), CC(=O)C (acetone). The product is ClCC1(OC1)COC1=CC=C(C=C1)Cl (2-chloromethyl-2-(4-chlorophenoxymethyl)-oxirane). Yield: 32.6%. RXN SMILES: [Cl:1][C:2]1[CH:7]=[CH:6][C:5]([OH:8])=[CH:4][CH:3]=1.[Cl:9][CH2:10][C:11]1([CH2:14]Cl)[CH2:13][O:12]1.C(=O)([O-])[O-].[K+].[K+]>CC(C)=O>[Cl:9][CH2:10][C:11]1([CH2:14][O:8][C:5]2[CH:6]=[CH:7][C:2]([Cl:1])=[CH:3][CH:4]=2)[CH2:13][O:12]1 |f:2.3.4|. Procedure details: 12.85 g (0.1 mol) of 4-chlorophenol in 50 ml of acetone are added dropwise to a mixture of 14.1 g (0.1 mol) of 2,2-di(chloromethyl)-oxirane and 13.8 g (0.1 mol) of potassium carbonate in 200 ml of acetone. The mixture is heated under reflux for 18 hours, left to cool and filtered. The filtrate is concentrated in vacuo, the residue is dissolved in chloroform and the solution is washed with water, dried over sodium sulphate and concentrated. Purification of the residue by distillation gives 7.6 g ...